This data is from the Open Reaction Database (ORD), a public repository of structured organic reaction records. The task is: describe an organic reaction: reactants, conditions, products, and yield The reactants are CNNC (Dimethylhydrazine), C1CCC2=NCCCN2CC1 (DBU), resultant mixture, resultant mixture, C(C)OC(=O)C=1CN(CCC1NC(=O)OC1=CC=CC=C1)C(=O)OC(C)(C)C (Ethyl-4-phenoxycarbonylamino-1-tert-butoxycarbonyl-1,2,5,6-tetrahydropyridine-3-carboxylate), NC(=O)N (urea), Cl (hydrochloric acid), [OH-].[Na+] (sodium hydroxide), CNNC (dimethyl hydrazine), C1CCC2=NCCCN2CC1 (DBU), resultant mixture. Run in C1CCOC1 (THF). The product is C(C)(C)(C)OC(=O)N1CC2=C(NC(N(C2=O)N(C)C)=O)CC1 (6-(tert-butoxycarbonyl)-3-dimethylamino-5,6,7,8-tetrahydropyrido[4,3-d]pyrimidine-2,4-dione). As a reaction SMILES: C(O[C:4]([C:6]1[CH2:7][N:8]([C:22]([O:24][C:25]([CH3:28])([CH3:27])[CH3:26])=[O:23])[CH2:9][CH2:10][C:11]=1[NH:12][C:13]([O:15]C1C=CC=CC=1)=O)=[O:5])C.C[NH:30][NH:31][CH3:32].[CH2:33]1CCN2C(=NCCC2)CC1.NC(N)=O.[OH-].[Na+].Cl>C1COCC1>[C:25]([O:24][C:22]([N:8]1[CH2:9][CH2:10][C:11]2[NH:12][C:13](=[O:15])[N:30]([N:31]([CH3:32])[CH3:33])[C:4](=[O:5])[C:6]=2[CH2:7]1)=[O:23])([CH3:26])([CH3:27])[CH3:28] |f:4.5|. Reported procedure: Ethyl-4-phenoxycarbonylamino-1-tert-butoxycarbonyl-1,2,5,6-tetrahydropyridine-3-carboxylate (5.0 g) was dissolved in THF (50 ml) and dimethyl hydrazine (1.46 ml) and DBU (0.2 ml) were added and the resultant mixture was stirred at room temperature for 2 hours. Dimethylhydrazine (0.73 ml) and DBU (0.2 ml) were added and the resultant mixture was further stirred at room temperature for 2 hours. After production of an intermediate (urea) was confirmed by TLC, a 5 N aqueous sodium hydroxide solution... Starting materials: ClC=1C=C(C=C(C1)Cl)C1=NN(C(=C1)OS(=O)(=O)C(F)(F)F)[C@@H](C)C1=CC=C(C(=O)NCCC(=O)OC(C)(C)C)C=C1 (tert-Butyl N-{4-[(1S)-1-(3-(3,5-dichlorophenyl)-5-{[(trifluoromethyl)sulfonyl]oxy}-1H-pyrazol-1-yl)ethyl]benzoyl}-β-alaninate), FC(OC=1C=C2C=CC(=CC2=CC1)B(O)O)(F)F (6-trifluoromethoxy-2-naphthylboronic acid), TEA. The solvent is C(OC)COC (dimethoxyethane). Run at temperature 100 celsius. The product is ClC=1C=C(C=C(C1)Cl)C1=NN(C(=C1)C1=CC2=CC=C(C=C2C=C1)OC(F)(F)F)[C@@H](C)C1=CC=C(C(=O)NCCC(=O)O)C=C1 (N-[4-((1S)-1-{3-(3,5-dichlorophenyl)-5-[6-(trifluoromethoxy)-2-naphthyl]-1H-pyrazol-1-yl}ethyl)benzoyl]-β-alanine). As a reaction SMILES: [Cl:1][C:2]1[CH:3]=[C:4]([C:9]2[CH:13]=[C:12](OS(C(F)(F)F)(=O)=O)[N:11]([C@H:22]([C:24]3[CH:41]=[CH:40][C:27]([C:28]([NH:30][CH2:31][CH2:32][C:33]([O:35]C(C)(C)C)=[O:34])=[O:29])=[CH:26][CH:25]=3)[CH3:23])[N:10]=2)[CH:5]=[C:6]([Cl:8])[CH:7]=1.[F:42][C:43]([F:59])([F:58])[O:44][C:45]1[CH:46]=[C:47]2[C:52](=[CH:53][CH:54]=1)[CH:51]=[C:50](B(O)O)[CH:49]=[CH:48]2>C(COC)OC>[Cl:1][C:2]1[CH:3]=[C:4]([C:9]2[CH:13]=[C:12]([C:50]3[CH:49]=[CH:48][C:47]4[C:52](=[CH:53][CH:54]=[C:45]([O:44][C:43]([F:42])([F:59])[F:58])[CH:46]=4)[CH:51]=3)[N:11]([C@H:22]([C:24]3[CH:25]=[CH:26][C:27]([C:28]([NH:30][CH2:31][CH2:32][C:33]([OH:35])=[O:34])=[O:29])=[CH:40][CH:41]=3)[CH3:23])[N:10]=2)[CH:5]=[C:6]([Cl:8])[CH:7]=1. Procedure details: tert-Butyl N-{4-[(1S)-1-(3-(3,5-dichlorophenyl)-5-{[(trifluoromethyl)sulfonyl]oxy}-1H-pyrazol-1-yl)ethyl]benzoyl}-β-alaninate (10 mg, 0.016 mmol), 6-trifluoromethoxy-2-naphthylboronic acid (5.1 mg, 0.02 mmol), and TEA (14 ul, 0.1 mmol) were dissolved in dimethoxyethane (0.5 ml) and deoxygenated by vacuum-N2 fill cycles. The catalyst Pd(PPh3)4 (2 mg, 10% mol) was added and the mixture was deoxygenated again before heated in microwave reactor to 100° C. for 10 min. The mixture was quenched with 1.... Starting materials: C(=O)O (Formic acid), C(C)(C)(C)OC(=O)N1[C@H]([C@](CCC1)(O)C#CCO)C1=CC=CC=C1 ((2S,3R)-1-tert-butoxycarbonyl-3-(3-hydroxypropyn-1-yl)-2-phenylpiperidin-3-ol), C1(=C(C=CC=C1)P)C (o-tolylphosphine), C(CCC)N(CCCC)CCCC (tributylamine), IC1=C(C=CC=C1)OC (2-iodoanisole). Reagents/catalysts: C(C)(=O)[O-].[Pd+2].C(C)(=O)[O-] (palladium (II) acetate). Solvent: CN(C=O)C (N,N-dimethylformamide). Conditions: temperature 70 celsius. Product: C(C)(C)(C)OC(=O)N1[C@H]([C@](CCC1)(O)\C=C(/CO)\C1=C(C=CC=C1)OC)C1=CC=CC=C1 (Z-(2S,3R)-3-(1-tert-Butoxycarbonyl-3-hydroxy-2-phenylpiperidin-3-yl)-2-(2-methoxyphenyl)prop-2-en-1-ol). Yield: 35.0%. Reaction SMILES: C(O)=O.[C:4]([O:8][C:9]([N:11]1[CH2:16][CH2:15][CH2:14][C@:13]([C:18]#[C:19][CH2:20][OH:21])([OH:17])[C@@H:12]1[C:22]1[CH:27]=[CH:26][CH:25]=[CH:24][CH:23]=1)=[O:10])([CH3:7])([CH3:6])[CH3:5].C1(C)C=CC=CC=1P.C(N(CCCC)CCCC)CCC.I[C:50]1[CH:55]=[CH:54][CH:53]=[CH:52][C:51]=1[O:56][CH3:57]>CN(C)C=O.C([O-])(=O)C.[Pd+2].C([O-])(=O)C>[C:4]([O:8][C:9]([N:11]1[CH2:16][CH2:15][CH2:14][C@:13](/[CH:18]=[C:19](/[C:50]2[CH:55]=[CH:54][CH:53]=[CH:52][C:51]=2[O:56][CH3:57])\[CH2:20][OH:21])([OH:17])[C@@H:12]1[C:22]1[CH:23]=[CH:24][CH:25]=[CH:26][CH:27]=1)=[O:10])([CH3:7])([CH3:5])[CH3:6] |f:6.7.8|. Procedure: Formic acid (138 ml, 3.77 mmol) was added to a stirred, degassed solution of (2S,3R)-1-tert-butoxycarbonyl-3-(3-hydroxypropyn-1-yl)-2-phenylpiperidin-3-ol (Description 7, 473 mg, 1.43 mmol), palladium (II) acetate (33 mg, 0.14 mmol), trio-o-tolylphosphine (85 mg, 0.28 mmol), tributylamine (1.12 ml, 4.87 mmol) and 2-iodoanisole (446 ml, 3.44 mmol) in N,N-dimethylformamide (3 ml) at room temperature and the resulting mixture was heated at 70° C. for 5 h. The mixture was cooled, filtered, diluted w... The reactants are COC(C1=CC=C(C=C1)OCC=C(CBr)C)=O (4-(4-bromo-3-methyl-2-butenyloxy)-benzoic methyl ester), sodium isobutylate. The solvent is C(C(C)C)O (isobutanol). Yields the product COC(C1=CC=C(C=C1)OCC=C(COCC(C)C)C)=O (4-(4-Isobutoxy-3-methyl-2-butenyloxy)-benzoic methyl ester). As a reaction SMILES: [CH3:1][O:2][C:3](=[O:17])[C:4]1[CH:9]=[CH:8][C:7]([O:10][CH2:11][CH:12]=[C:13]([CH3:16])[CH2:14]Br)=[CH:6][CH:5]=1>C(O)C(C)C>[CH3:1][O:2][C:3](=[O:17])[C:4]1[CH:9]=[CH:8][C:7]([O:10][CH2:11][CH:12]=[C:13]([CH3:16])[CH2:14][O:2][CH2:3][CH:4]([CH3:9])[CH3:5])=[CH:6][CH:5]=1. Reported procedure: A solution of 6.0 g (0.02 mol) of 4-(4-bromo-3-methyl-2-butenyloxy)-benzoic methyl ester and 2.9 g (0.03 mol) of sodium-isobutylate in 130 g of isobutanol is stirred at 70° for 6 hours. After this period the reaction mixture is filtered, the filtrate is evaporated at reduced pressure. The residue is dissolved in ether, the ether solution is washed with saturated salt solution, dried with sodium sulphate and evaporated. The residue (6.5 g) is dissolved in 50 cc of absolute methanol, 0.54 g (0.01)... Reactants: NC1=CC=C(CC2=NC=3N(C(N(C(C3N2)=O)CC2=C(C=CC=C2)F)=O)CCCC)C=C1 (8-(4-amino-benzyl)-3-butyl-1-(2-fluoro-benzyl)-3,7-dihydro-purine-2,6-dione), ClC1=CC=C(C=N1)S(=O)(=O)Cl (6-chloro-pyridine-3-sulfonyl chloride). Product: C(CCC)N1C(N(C(C=2NC(=NC12)CC1=CC=C(C=C1)NS(=O)(=O)C=1C=NC(=CC1)Cl)=O)CC1=C(C=CC=C1)F)=O (6-Chloro-pyridine-3-sulfonic acid {4-[3-butyl-1-(2-fluoro-benzyl)-2,6-dioxo-2,3,6,7-tetrahydro-1H-purin-8-ylmethyl]-phenyl}-amide). As a reaction SMILES: [NH2:1][C:2]1[CH:31]=[CH:30][C:5]([CH2:6][C:7]2[NH:15][C:14]3[C:13](=[O:16])[N:12]([CH2:17][C:18]4[CH:23]=[CH:22][CH:21]=[CH:20][C:19]=4[F:24])[C:11](=[O:25])[N:10]([CH2:26][CH2:27][CH2:28][CH3:29])[C:9]=3[N:8]=2)=[CH:4][CH:3]=1.[Cl:32][C:33]1[N:38]=[CH:37][C:36]([S:39](Cl)(=[O:41])=[O:40])=[CH:35][CH:34]=1>>[CH2:26]([N:10]1[C:9]2[N:8]=[C:7]([CH2:6][C:5]3[CH:4]=[CH:3][C:2]([NH:1][S:39]([C:36]4[CH:37]=[N:38][C:33]([Cl:32])=[CH:34][CH:35]=4)(=[O:41])=[O:40])=[CH:31][CH:30]=3)[NH:15][C:14]=2[C:13](=[O:16])[N:12]([CH2:17][C:18]2[CH:23]=[CH:22][CH:21]=[CH:20][C:19]=2[F:24])[C:11]1=[O:25])[CH2:27][CH2:28][CH3:29]. Reported procedure: Prepared from 8-(4-amino-benzyl)-3-butyl-1-(2-fluoro-benzyl)-3,7-dihydro-purine-2,6-dione and 6-chloro-pyridine-3-sulfonyl chloride. Purity (ELSD, based on MW=597.1)=98%. The reactants are COC=1C=C(CC2N(CCCC3=C2C=C(C(=C3)OC)OC)C(C(=O)O)C3=CC=CC=C3)C=CC1OC ([1-(3,4-dimethoxy-benzyl)-7,8-dimethoxy-1,3,4,5-tetrahydro-benzo[c]azepin-2-yl]-phenyl-acetic acid), Cl.NCC#N (amino acetonitrile hydrochloride). Procedure: prepared by reaction of [1-(3,4-dimethoxy-benzyl)-7,8-dimethoxy-1,3,4,5-tetrahydro-benzo[c]azepin-2-yl]-phenyl-acetic acid with amino acetonitrile hydrochloride. RXN SMILES: [CH3:1][O:2][C:3]1[CH:4]=[C:5]([CH:32]=[CH:33][C:34]=1[O:35][CH3:36])[CH2:6][CH:7]1[C:13]2[CH:14]=[C:15]([O:20][CH3:21])[C:16]([O:18][CH3:19])=[CH:17][C:12]=2[CH2:11][CH2:10][CH2:9][N:8]1[CH:22]([C:26]1[CH:31]=[CH:30][CH:29]=[CH:28][CH:27]=1)[C:23]([OH:25])=O.Cl.[NH2:38][CH2:39][C:40]#[N:41]>>[C:39]([CH2:40][NH:41][C:23](=[O:25])[CH:22]([N:8]1[CH2:9][CH2:10][CH2:11][C:12]2[CH:17]=[C:16]([O:18][CH3:19])[C:15]([O:20][CH3:21])=[CH:14][C:13]=2[CH:7]1[CH2:6][C:5]1[CH:32]=[CH:33][C:34]([O:35][CH3:36])=[C:3]([O:2][CH3:1])[CH:4]=1)[C:26]1[CH:31]=[CH:30][CH:29]=[CH:28][CH:27]=1)#[N:38] |f:1.2|. The product is C(#N)CNC(C(C1=CC=CC=C1)N1C(C2=C(CCC1)C=C(C(=C2)OC)OC)CC2=CC(=C(C=C2)OC)OC)=O (N-Cyanomethyl-2-[1-(3,4-dimethoxy-benzyl)-7,8-dimethoxy-1,3,4,5-tetrahydro-benzo[c]azepin-2-yl]-2-phenyl-acetamide).